This data is from the Open Reaction Database (ORD), a public repository of structured organic reaction records. The task is: describe an organic reaction: reactants, conditions, products, and yield Reactants: ClCCCCOC=1C=CC2=C(C(OC(N2)=O)(CCCCCC)CCCCCC)C1 (6-(4-chlorobutoxy)-4,4-di-n-hexyl-4H-3,1-benzoxazin-2-one), ClC=1C=C(C=CC1Cl)S (3,4-dichloro-thiophenol). Product: ClC=1C=C(C=CC1Cl)SCCCCOC=1C=CC2=C(C(OC(N2)=O)(CCCCCC)CCCCCC)C1 (6-[4-(3,4-Dichloro-phenylmercapto)-butoxy]-4,4-di-n-hexyl-4H-3,1-benzoxazin-2-one). As a reaction SMILES: Cl[CH2:2][CH2:3][CH2:4][CH2:5][O:6][C:7]1[CH:8]=[CH:9][C:10]2[NH:15][C:14](=[O:16])[O:13][C:12]([CH2:23][CH2:24][CH2:25][CH2:26][CH2:27][CH3:28])([CH2:17][CH2:18][CH2:19][CH2:20][CH2:21][CH3:22])[C:11]=2[CH:29]=1.[Cl:30][C:31]1[CH:32]=[C:33]([SH:38])[CH:34]=[CH:35][C:36]=1[Cl:37]>>[Cl:30][C:31]1[CH:32]=[C:33]([S:38][CH2:2][CH2:3][CH2:4][CH2:5][O:6][C:7]2[CH:8]=[CH:9][C:10]3[NH:15][C:14](=[O:16])[O:13][C:12]([CH2:23][CH2:24][CH2:25][CH2:26][CH2:27][CH3:28])([CH2:17][CH2:18][CH2:19][CH2:20][CH2:21][CH3:22])[C:11]=3[CH:29]=2)[CH:34]=[CH:35][C:36]=1[Cl:37]. Procedure: Prepared analogously to Example 1 from 6-(4-chlorobutoxy)-4,4-di-n-hexyl-4H-3,1-benzoxazin-2-one and 3,4-dichloro-thiophenol. Reactants: ClCCl, Cc1ccccc1C(=O)CN1C(=O)C(NC(=O)Nc2cccc(C(=O)OC(C)(C)C)c2)N=C(c2ccccc2F)c2cccc(C)c21, O=C(O)C(F)(F)F. The product is Cc1ccccc1C(=O)CN1C(=O)C(NC(=O)Nc2cccc(C(=O)O)c2)N=C(c2ccccc2F)c2cccc(C)c21. As a reaction SMILES: [CH2:55]([Cl:56])[Cl:57].[F:1][c:2]1[c:3]([C:8]2=[N:9][CH:10]([NH:31][C:32](=[O:33])[NH:34][c:35]3[cH:36][c:37]([C:41](=[O:42])[O:43][C:44]([CH3:45])([CH3:46])[CH3:47])[cH:38][cH:39][cH:40]3)[C:11](=[O:30])[N:12]([CH2:20][C:21](=[O:22])[c:23]3[c:24]([CH3:29])[cH:25][cH:26][cH:27][cH:28]3)[c:13]3[c:14]2[cH:15][cH:16][cH:17][c:18]3[CH3:19])[cH:4][cH:5][cH:6][cH:7]1.[OH:48][C:49]([C:50]([F:51])([F:52])[F:53])=[O:54]>>[F:1][c:2]1[c:3]([C:8]2=[N:9][CH:10]([NH:31][C:32](=[O:33])[NH:34][c:35]3[cH:36][c:37]([C:41](=[O:42])[OH:43])[cH:38][cH:39][cH:40]3)[C:11](=[O:30])[N:12]([CH2:20][C:21](=[O:22])[c:23]3[c:24]([CH3:29])[cH:25][cH:26][cH:27][cH:28]3)[c:13]3[c:14]2[cH:15][cH:16][cH:17][c:18]3[CH3:19])[cH:4][cH:5][cH:6][cH:7]1.